This data is from the Open Reaction Database (ORD), a public repository of structured organic reaction records. The task is: describe an organic reaction: reactants, conditions, products, and yield Starting materials: Nc1ccc2c(c1)OCCc1cc(-c3nncn3-c3ccccc3Cl)sc1-2, COC(=O)Cl, ClCCl, Cl. Product: COC(=O)Nc1ccc2c(c1)OCCc1cc(-c3nncn3-c3ccccc3Cl)sc1-2. Reaction SMILES: [Cl:1][c:2]1[c:3](-[n:8]2[c:9](-[c:13]3[cH:14][c:15]4[c:16]([s:27]3)-[c:17]3[c:18]([cH:22][c:23]([NH2:26])[cH:24][cH:25]3)[O:19][CH2:20][CH2:21]4)[n:10][n:11][cH:12]2)[cH:4][cH:5][cH:6][cH:7]1.[Cl:29][C:30](=[O:31])[O:32][CH3:33].[Cl:34][CH2:35][Cl:36].[ClH:28]>>[Cl:1][c:2]1[c:3](-[n:8]2[c:9](-[c:13]3[cH:14][c:15]4[c:16]([s:27]3)-[c:17]3[c:18]([cH:22][c:23]([NH:26][C:30](=[O:31])[O:32][CH3:33])[cH:24][cH:25]3)[O:19][CH2:20][CH2:21]4)[n:10][n:11][cH:12]2)[cH:4][cH:5][cH:6][cH:7]1. Reaction SMILES: C(OC(=O)[NH:7][CH2:8][CH2:9][N:10]1[C:19](=[O:20])[C:18]2[C:13](=[CH:14][CH:15]=[CH:16][CH:17]=2)[N:12]([CH2:21][C:22](=[O:35])[NH:23][C:24]2[CH:29]=[C:28]([Cl:30])[C:27]([O:31][CH3:32])=[CH:26][C:25]=2[O:33][CH3:34])[C:11]1=[O:36])(C)(C)C.[C:38]([OH:44])([C:40]([F:43])([F:42])[F:41])=[O:39].CCOC(C)=O>C(Cl)Cl>[F:41][C:40]([F:43])([F:42])[C:38]([OH:44])=[O:39].[NH2:7][CH2:8][CH2:9][N:10]1[C:19](=[O:20])[C:18]2[C:13](=[CH:14][CH:15]=[CH:16][CH:17]=2)[N:12]([CH2:21][C:22]([NH:23][C:24]2[CH:29]=[C:28]([Cl:30])[C:27]([O:31][CH3:32])=[CH:26][C:25]=2[O:33][CH3:34])=[O:35])[C:11]1=[O:36] |f:4.5|. Product: FC(C(=O)O)(F)F.NCCN1C(N(C2=CC=CC=C2C1=O)CC(=O)NC1=C(C=C(C(=C1)Cl)OC)OC)=O (2-[3-(2-Amino-ethyl)-2,4-dioxo-3,4-dihydro-2H-quinazolin-1-yl]-N-(5-chloro-2,4-dimethoxy-phenyl)-acetamide trifluoroacetate). Conditions: time 2 hour. Procedure: (2-{1-[(5-Chloro-2,4-dimethoxy-phenylcarbamoyl)-methyl]-2,4-dioxo-1,4-dihydro-2H-quinazolin-3-yl}-ethyl)-carbamic acid tert-butyl ester (100 mg, 1.88 mmol) is taken up in DCM (2 ml) and treated with TFA (2 ml). The reaction is stirred at RT for 2 hours and then treated with EtOAc (20 ml). After 5 minutes, the white solid present is filtered, washed with EtOAc, ether and dried under vacuum to give the title compound as a white solid; [M+H]+ 433, The solvent is C(Cl)Cl (DCM). Starting materials: C(C)(C)(C)OC(NCCN1C(N(C2=CC=CC=C2C1=O)CC(NC1=C(C=C(C(=C1)Cl)OC)OC)=O)=O)=O ((2-{1-[(5-Chloro-2,4-dimethoxy-phenylcarbamoyl)-methyl]-2,4-dioxo-1,4-dihydro-2H-quinazolin-3-yl}-ethyl)-carbamic acid tert-butyl ester), C(=O)(C(F)(F)F)O (TFA), CCOC(=O)C (EtOAc).